Dataset: the Open Reaction Database (ORD), a public repository of structured organic reaction records. Task: describe an organic reaction: reactants, conditions, products, and yield The reactants are BrBr (bromine), C(=O)C1(CC=CC=C1)C1=C(C2=CC=CC=C2C=C1)C (2-(1-formylphenyl)-1-naphthylmethane), S(=O)([O-])[O-].[Na+].[Na+] (sodium sulfite). Solvent: ClCCl (dichloromethane), ClCCl (dichloromethane). Conditions: time 3 hour. Yields the product C(=O)C1(CC=CC=C1)C1=C(C2=CC=CC=C2C(=C1)Br)C (2-(1-Formylphenyl)-1-(4-bromonaphthyl)methane). As a reaction SMILES: [Br:1]Br.[CH:3]([C:5]1([C:11]2[CH:20]=[CH:19][C:18]3[C:13](=[CH:14][CH:15]=[CH:16][CH:17]=3)[C:12]=2[CH3:21])[CH:10]=[CH:9][CH:8]=[CH:7][CH2:6]1)=[O:4].S([O-])([O-])=O.[Na+].[Na+]>ClCCl>[CH:3]([C:5]1([C:11]2[CH:20]=[C:19]([Br:1])[C:18]3[C:13](=[CH:14][CH:15]=[CH:16][CH:17]=3)[C:12]=2[CH3:21])[CH:6]=[CH:7][CH:8]=[CH:9][CH2:10]1)=[O:4] |f:2.3.4|. Procedure details: A mixture of 19.5 ml (380 mmol) of bromine and 300 ml of dichloromethane is added dropwise with exclusion of light to a solution, cooled to 0° C., of 86.2 g (350 mmol) of 2-(1-formylphenyl)-1-naphthylmethane in 1500 ml of dichloromethane. After stirring for a further 3 h, 1000 ml of 5% sodium sulfite solution are added, the mixture is stirred briefly, the organic phase is separated off, washed three times with 500 ml of water and evaporated in vacuo, and the residue is taken up in a little aceto... Reactants: CCCCC(CC)CBr, CS(C)=O, [K+], [OH-], Oc1ccc(I)cc1. Product: CCCCC(CC)COc1ccc(I)cc1. RXN SMILES: [CH2:11]([CH3:12])[CH:13]([CH2:14][Br:15])[CH2:16][CH2:17][CH2:18][CH3:19].[CH3:20][S:21](=[O:22])[CH3:23].[K+:2].[OH-:1].[OH:3][c:4]1[cH:5][cH:6][c:7]([I:8])[cH:9][cH:10]1>>[O:3]([c:4]1[cH:5][cH:6][c:7]([I:8])[cH:9][cH:10]1)[CH2:14][CH:13]([CH2:11][CH3:12])[CH2:16][CH2:17][CH2:18][CH3:19]. Starting materials: O=C1c2ccccc2C(=O)N1CCOc1ccccc1Cl, Cl, NN, [Na+], [OH-], O. Yields the product NCCOc1ccccc1Cl. RXN SMILES: [Cl:1][c:2]1[c:3]([O:4][CH2:5][CH2:6][N:7]2[C:8](=[O:9])[c:10]3[cH:11][cH:12][cH:13][cH:14][c:15]3[C:16]2=[O:17])[cH:18][cH:19][cH:20][cH:21]1.[ClH:27].[NH2:23][NH2:24].[Na+:26].[OH-:25].[OH2:22]>>[Cl:1][c:2]1[c:3]([O:4][CH2:5][CH2:6][NH2:7])[cH:18][cH:19][cH:20][cH:21]1. Reactants: CC(=C)C(=O)OCC(COC1=CC=C(C=C1)C(C)(C)C2=CC=C(C=C2)OCC(COC(=O)C(=C)C)O)O (bis-GMA), CC(=C)C(=O)OCCOCCOCCOC(=O)C(=C)C (TEGMA), CC(=C)C(=O)OCC(COC1=CC=C(C=C1)C(C)(C)C2=CC=C(C=C2)OCC(COC(=O)C(=C)C)O)O (bis-GMA), CC(=C)C(=O)OCCOCCOCCOC(=O)C(=C)C (TEGMA). Product: CC(=C)C(=O)OCC(COC1=CC=C(C=C1)C(C)(C)C2=CC=C(C=C2)OCC(COC(=O)C(=C)C)O)O.CC(=C)C(=O)OCCOCCOCCOC(=O)C(=C)C (bis-GMA TEGMA). RXN SMILES: [CH3:1][C:2]([C:4]([O:6][CH2:7][CH:8]([OH:37])[CH2:9][O:10][C:11]1[CH:16]=[CH:15][C:14]([C:17]([C:20]2[CH:25]=[CH:24][C:23]([O:26][CH2:27][CH:28]([OH:36])[CH2:29][O:30][C:31]([C:33]([CH3:35])=[CH2:34])=[O:32])=[CH:22][CH:21]=2)([CH3:19])[CH3:18])=[CH:13][CH:12]=1)=[O:5])=[CH2:3].[CH3:38][C:39]([C:41]([O:43][CH2:44][CH2:45][O:46][CH2:47][CH2:48][O:49][CH2:50][CH2:51][O:52][C:53]([C:55]([CH3:57])=[CH2:56])=[O:54])=[O:42])=[CH2:40]>>[CH3:3][C:2]([C:4]([O:6][CH2:7][CH:8]([OH:37])[CH2:9][O:10][C:11]1[CH:16]=[CH:15][C:14]([C:17]([C:20]2[CH:25]=[CH:24][C:23]([O:26][CH2:27][CH:28]([OH:36])[CH2:29][O:30][C:31]([C:33]([CH3:35])=[CH2:34])=[O:32])=[CH:22][CH:21]=2)([CH3:18])[CH3:19])=[CH:13][CH:12]=1)=[O:5])=[CH2:1].[CH3:40][C:39]([C:41]([O:43][CH2:44][CH2:45][O:46][CH2:47][CH2:48][O:49][CH2:50][CH2:51][O:52][C:53]([C:55]([CH3:57])=[CH2:56])=[O:54])=[O:42])=[CH2:38] |f:2.3|. Procedure details: A resin/BPO stock catalyst mixture was prepared by dissolving 0.1 part of BPO in 3 parts of TEGMA and using that solution to dilute seven parts of bis-GMA to prepare a 73:0.1 mixture (all parts by weight) of bis-GMA:TEGMA:BPO. A bis-GMA/TEGMA/DHET (7:3:0.05) accelerator solution was prepared in the same way. Both solutions were kept under refrigeration until needed for further use.